The task is: describe an organic reaction: reactants, conditions, products, and yield. This data is from the Open Reaction Database (ORD), a public repository of structured organic reaction records. Starting materials: C1(=CC=CC=C1)CCCN1C(C2=CC=C(C=C2CC1)OCCNO)=O (2-(3-Phenylpropyl)-6-[2-(N-hydroxyamino)-ethoxy]-1-oxo-1,2,3,4-tetrahydroisoquinoline), CN=C=O (methyl isocyanate). The solvent is O1CCOCC1 (dioxane), CCOC(=O)C (EtOAc). Reaction conditions: time 12 hour. The product is C1(=CC=CC=C1)CCCN1C(C2=CC=C(C=C2CC1)OCCN(O)C(=O)NC)=O (2-(3-phenylpropyl)-6-{2-[N-(methylaminocarbonyl)-N-hydroxyamino]-ethoxy}-1-oxo-1,2,3,4-tetrahydroisoquinoline). As a reaction SMILES: [C:1]1([CH2:7][CH2:8][CH2:9][N:10]2[CH2:19][CH2:18][C:17]3[C:12](=[CH:13][CH:14]=[C:15]([O:20][CH2:21][CH2:22][NH:23][OH:24])[CH:16]=3)[C:11]2=[O:25])[CH:6]=[CH:5][CH:4]=[CH:3][CH:2]=1.[CH3:26][N:27]=[C:28]=[O:29]>O1CCOCC1.CCOC(C)=O>[C:1]1([CH2:7][CH2:8][CH2:9][N:10]2[CH2:19][CH2:18][C:17]3[C:12](=[CH:13][CH:14]=[C:15]([O:20][CH2:21][CH2:22][N:23]([C:28]([NH:27][CH3:26])=[O:29])[OH:24])[CH:16]=3)[C:11]2=[O:25])[CH:2]=[CH:3][CH:4]=[CH:5][CH:6]=1. Procedure details: 2-(3-Phenylpropyl)-6-[2-(N-hydroxyamino)-ethoxy]-1-oxo-1,2,3,4-tetrahydroisoquinoline (498 mg, 1.5 mmol) is dissolved in dioxane (15 mL) and methyl isocyanate (0.22 mL, 3.7 mmol) is added. After 12 hours, the reaction mixture is diluted with EtOAc (150 mL) and the organic phase washed with 2N HCl (2×200 mL), H2O (4×200 mL), saturated NaHCO3 solution (2×200 mL), saturated NaCl solution (2×200 mL), dried over MgSO4 and concentrated in vacuo. The resulting material is triturated with hexanes and re...